Dataset: the Open Reaction Database (ORD), a public repository of structured organic reaction records. Task: describe an organic reaction: reactants, conditions, products, and yield The reactants are CC[SiH](CC)CC, O=C(O)C(F)(F)F, COc1ccc(CC2CCC3=C(C2)CC(CO)C(=O)N3)cc1. Yields the product COc1ccc(CC2CCC3NC(=O)C(CO)CC3C2)cc1. As a reaction SMILES: [CH2:30]([SiH:31]([CH2:32][CH3:33])[CH2:34][CH3:35])[CH3:36].[F:23][C:24]([F:25])([F:26])[C:27]([OH:28])=[O:29].[OH:1][CH2:2][CH:3]1[C:4](=[O:22])[NH:5][C:6]2=[C:11]([CH2:10][CH:9]([CH2:13][c:14]3[cH:15][cH:16][c:17]([O:20][CH3:21])[cH:18][cH:19]3)[CH2:8][CH2:7]2)[CH2:12]1>>[OH:1][CH2:2][CH:3]1[C:4](=[O:22])[NH:5][CH:6]2[CH2:7][CH2:8][CH:9]([CH2:13][c:14]3[cH:15][cH:16][c:17]([O:20][CH3:21])[cH:18][cH:19]3)[CH2:10][CH:11]2[CH2:12]1. Reactants: CC(=O)O[BH-](OC(C)=O)OC(C)=O, CO, NC1CCN(CCn2c(=O)cnc3ccc(F)cc32)CC1, [Na+], O=Cc1cc2ccccc2[nH]c1=O. Product: O=c1[nH]c2ccccc2cc1CNC1CCN(CCn2c(=O)cnc3ccc(F)cc32)CC1. Reaction SMILES: [C:35]([O:36][BH-:37]([O:38][C:39](=[O:40])[CH3:41])[O:42][C:43](=[O:44])[CH3:45])(=[O:46])[CH3:47].[CH3:49][OH:50].[NH2:1][CH:2]1[CH2:3][CH2:4][N:5]([CH2:8][CH2:9][n:10]2[c:11](=[O:21])[cH:12][n:13][c:14]3[cH:15][cH:16][c:17]([F:20])[cH:18][c:19]23)[CH2:6][CH2:7]1.[Na+:48].[O:22]=[c:23]1[nH:24][c:25]2[cH:26][cH:27][cH:28][cH:29][c:30]2[cH:31][c:32]1[CH:33]=[O:34]>>[NH:1]([CH:2]1[CH2:3][CH2:4][N:5]([CH2:8][CH2:9][n:10]2[c:11](=[O:21])[cH:12][n:13][c:14]3[cH:15][cH:16][c:17]([F:20])[cH:18][c:19]23)[CH2:6][CH2:7]1)[CH2:33][c:32]1[c:23](=[O:22])[nH:24][c:25]2[cH:26][cH:27][cH:28][cH:29][c:30]2[cH:31]1. Reactants: CCCCN(Cc1ccc(C(F)(F)F)cc1F)C(=O)COc1ccc(CC(OCC)C(=O)OCC)cc1, CC#N, Cl, [Li+], [OH-]. Product: CCCCN(Cc1ccc(C(F)(F)F)cc1F)C(=O)COc1ccc(CC(OCC)C(=O)O)cc1. Reaction SMILES: [CH2:1]([CH3:2])[O:3][C:4]([CH:5]([CH2:6][c:7]1[cH:8][cH:9][c:10]([O:13][CH2:14][C:15](=[O:16])[N:17]([CH2:18][c:19]2[c:20]([F:29])[cH:21][c:22]([C:25]([F:26])([F:27])[F:28])[cH:23][cH:24]2)[CH2:30][CH2:31][CH2:32][CH3:33])[cH:11][cH:12]1)[O:34][CH2:35][CH3:36])=[O:37].[CH3:41][C:42]#[N:43].[ClH:40].[Li+:39].[OH-:38]>>[O:3]=[C:4]([CH:5]([CH2:6][c:7]1[cH:8][cH:9][c:10]([O:13][CH2:14][C:15](=[O:16])[N:17]([CH2:18][c:19]2[c:20]([F:29])[cH:21][c:22]([C:25]([F:26])([F:27])[F:28])[cH:23][cH:24]2)[CH2:30][CH2:31][CH2:32][CH3:33])[cH:11][cH:12]1)[O:34][CH2:35][CH3:36])[OH:37]. Starting materials: SC1=NC=2N(C(=C1)C)N=CC2C(=O)O (5-mercapto-7-methylpyrazolo[1,5-a]pyrimidine-3-carboxylic acid). Solvent: C(O)([O-])=O.[K+] (potassium hydrogen carbonate). The product is CC1=CC(=NC=2N1N=CC2)S (7-methylpyrazolo[1,5-a]pyrimidine-5-thiol). As a reaction SMILES: [SH:1][C:2]1[CH:7]=[C:6]([CH3:8])[N:5]2[N:9]=[CH:10][C:11](C(O)=O)=[C:4]2[N:3]=1>C(=O)([O-])O.[K+]>[CH3:8][C:6]1[N:5]2[N:9]=[CH:10][CH:11]=[C:4]2[N:3]=[C:2]([SH:1])[CH:7]=1 |f:1.2|. Reported procedure: 2.00 g of 5-mercapto-7-methylpyrazolo[1,5-a]pyrimidine-3-carboxylic acid were heated to 220° under argon for 1 hour. After cooling, the reaction mixture was taken up in 10 percent potassium hydrogen carbonate solution. The insoluble portion was filtered off under suction and taken up in water. The solution was acidified to pH 2 and the precipitate was filtered off under suction. After drying, there was obtained 7-methylpyrazolo[1,5-a]pyrimidine-5-thiol. The reactants are CCO, CCOC(=O)c1cn(C2CC2)c2c(C)c(-c3ccc4c(c3)CN(S(=O)(=O)c3ccc(C)cc3)C4)c(F)cc2c1=O, Cl, [Na+], C1COCCO1, [OH-]. The product is Cc1ccc(S(=O)(=O)N2Cc3ccc(-c4c(F)cc5c(=O)c(C(=O)O)cn(C6CC6)c5c4C)cc3C2)cc1. Reaction SMILES: [CH3:50][CH2:51][OH:52].[CH:1]1([n:4]2[cH:5][c:6]([C:36](=[O:37])[O:38][CH2:39][CH3:40])[c:7](=[O:35])[c:8]3[cH:9][c:10]([F:34])[c:11](-[c:15]4[cH:16][c:17]5[c:21]([cH:22][cH:23]4)[CH2:20][N:19]([S:24](=[O:25])(=[O:26])[c:27]4[cH:28][cH:29][c:30]([CH3:33])[cH:31][cH:32]4)[CH2:18]5)[c:12]([CH3:14])[c:13]23)[CH2:2][CH2:3]1.[ClH:49].[Na+:42].[O:43]1[CH2:44][CH2:45][O:46][CH2:47][CH2:48]1.[OH-:41]>>[CH:1]1([n:4]2[cH:5][c:6]([C:36](=[O:37])[OH:38])[c:7](=[O:35])[c:8]3[cH:9][c:10]([F:34])[c:11](-[c:15]4[cH:16][c:17]5[c:21]([cH:22][cH:23]4)[CH2:20][N:19]([S:24](=[O:25])(=[O:26])[c:27]4[cH:28][cH:29][c:30]([CH3:33])[cH:31][cH:32]4)[CH2:18]5)[c:12]([CH3:14])[c:13]23)[CH2:2][CH2:3]1. The reactants are Cl (HCl), FC(CNS(=O)(=O)C(C)C)(C)C1=CC=C(C=C1)NC(=O)C1=CC=C(C=N1)C(=O)OC (Methyl 6-{N-[4-(1-fluoro-1-methyl-2-{[(methylethyl)sulfonyl]amino}ethyl)phenyl]carbamoyl}pyridine-3-carboxylate), [OH-].[Li+] (lithium hydroxide), O1CCCC1 (tetrahydrofuran), 3. The solvent is O (water), CO (methanol). Product: FC(CNS(=O)(=O)C(C)C)(C)C1=CC=C(C=C1)NC(=O)C1=CC=C(C=N1)C(=O)O (6-{N-[4-(1-Fluoro-1-methyl-2-{[(methylethyl)sulfonyl]amino}ethyl)phenyl]carbamoyl}pyridine-3-carboxylic Acid). Yield: 84.3%. Reaction SMILES: [F:1][C:2]([C:12]1[CH:17]=[CH:16][C:15]([NH:18][C:19]([C:21]2[N:26]=[CH:25][C:24]([C:27]([O:29]C)=[O:28])=[CH:23][CH:22]=2)=[O:20])=[CH:14][CH:13]=1)([CH3:11])[CH2:3][NH:4][S:5]([CH:8]([CH3:10])[CH3:9])(=[O:7])=[O:6].[OH-].[Li+].O1CCCC1.Cl>O.CO>[F:1][C:2]([C:12]1[CH:13]=[CH:14][C:15]([NH:18][C:19]([C:21]2[N:26]=[CH:25][C:24]([C:27]([OH:29])=[O:28])=[CH:23][CH:22]=2)=[O:20])=[CH:16][CH:17]=1)([CH3:11])[CH2:3][NH:4][S:5]([CH:8]([CH3:10])[CH3:9])(=[O:6])=[O:7] |f:1.2|. Procedure: Methyl 6-{N-[4-(1-fluoro-1-methyl-2-{[(methylethyl)sulfonyl]amino}ethyl)phenyl]carbamoyl}pyridine-3-carboxylate (150 mg, 0.35 mmol, prepared in example 50), lithium hydroxide (52 mg, 1.24 mmol), tetrahydrofuran (6 mL), methanol (2 mL), and water (2 mL) were mixed together in a 25 mL 3 neck flask and stirred over night at room temperature. In the morning, the mixture was concentrated under reduced vacuum to yield a white solid. This material was taken into 1N HCl and the desired material was extr...